Dataset: the Open Reaction Database (ORD), a public repository of structured organic reaction records. Task: describe an organic reaction: reactants, conditions, products, and yield The reactants are C[Si](C)(C)C#Cc1c(C#N)nn(-c2c(Cl)cc(C(F)(F)F)cc2Cl)c1Br, CCCC[N+](CCCC)(CCCC)CCCC, ClCCl, [F-], O. Yields the product C#Cc1c(C#N)nn(-c2c(Cl)cc(C(F)(F)F)cc2Cl)c1Br. Reaction SMILES: [Br:1][c:2]1[c:3]([C:21]#[C:22][Si:23]([CH3:24])([CH3:25])[CH3:26])[c:4]([C:19]#[N:20])[n:5][n:6]1-[c:7]1[c:8]([Cl:18])[cH:9][c:10]([C:14]([F:15])([F:16])[F:17])[cH:11][c:12]1[Cl:13].[CH2:28]([N+:29]([CH2:30][CH2:31][CH2:32][CH3:33])([CH2:34][CH2:35][CH2:36][CH3:37])[CH2:38][CH2:39][CH2:40][CH3:41])[CH2:42][CH2:43][CH3:44].[Cl:46][CH2:47][Cl:48].[F-:27].[OH2:45]>>[Br:1][c:2]1[c:3]([C:21]#[CH:22])[c:4]([C:19]#[N:20])[n:5][n:6]1-[c:7]1[c:8]([Cl:18])[cH:9][c:10]([C:14]([F:15])([F:16])[F:17])[cH:11][c:12]1[Cl:13]. The reactants are FC1=CC=CC=2C(=COC21)COC2=C1C=C(NC1=CC=C2)C(=O)O (4-(7-fluoro-benzofuran-3-ylmethoxy)-1H-indole-2-carboxylic acid), Cl.Cl.Cl.[C@H]1(CCCN2CCCC[C@H]12)CN1CCC(CC1)N (1-[(1S,9aR)-1-(Octahydro-quinolizin-1-yl)methyl]-piperidin-4-ylamine trihydrochloride). Product: Cl.Cl.[C@H]1(CCCN2CCCC[C@H]12)CN1CCC(CC1)NC(=O)C=1NC2=CC=CC(=C2C1)OCC1=COC2=C1C=CC=C2F (4-(7-Fluoro-benzofuran-3-ylmethoxy)-1H-indole-2-carboxylic acid {1-[(1S,9aR)-1-(octahydro-quinolizin-1-yl)methyl]-piperidin-4-yl}-amide dihydrochloride). RXN SMILES: [F:1][C:2]1[C:10]2[O:9][CH:8]=[C:7]([CH2:11][O:12][C:13]3[CH:21]=[CH:20][CH:19]=[C:18]4[C:14]=3[CH:15]=[C:16]([C:22]([OH:24])=O)[NH:17]4)[C:6]=2[CH:5]=[CH:4][CH:3]=1.[ClH:25].Cl.Cl.[C@H:28]1([CH2:38][N:39]2[CH2:44][CH2:43][CH:42]([NH2:45])[CH2:41][CH2:40]2)[C@@H:37]2[N:32]([CH2:33][CH2:34][CH2:35][CH2:36]2)[CH2:31][CH2:30][CH2:29]1>>[ClH:25].[ClH:25].[C@H:28]1([CH2:38][N:39]2[CH2:44][CH2:43][CH:42]([NH:45][C:22]([C:16]3[NH:17][C:18]4[C:14]([CH:15]=3)=[C:13]([O:12][CH2:11][C:7]3[C:6]5[CH:5]=[CH:4][CH:3]=[C:2]([F:1])[C:10]=5[O:9][CH:8]=3)[CH:21]=[CH:20][CH:19]=4)=[O:24])[CH2:41][CH2:40]2)[C@@H:37]2[N:32]([CH2:33][CH2:34][CH2:35][CH2:36]2)[CH2:31][CH2:30][CH2:29]1 |f:1.2.3.4,5.6.7|. Reported procedure: This compound is synthesized from 4-(7-fluoro-benzofuran-3-ylmethoxy)-1H-indole-2-carboxylic acid (114) (preparation see below) and amine 61 analogously to the method described in example 1.